Dataset: the Open Reaction Database (ORD), a public repository of structured organic reaction records. Task: describe an organic reaction: reactants, conditions, products, and yield Reactants: COC(C1=CC(=C(C=C1)NCCC#N)N)=O (3-amino-4-(2-cyano-ethylamino)-benzoic acid methyl ester), C(=O)O (formic acid). Run at temperature 50 celsius. Product: COC(=O)C1=CC2=C(N(C=N2)CCC#N)C=C1 (1-(2-cyanoethyl)-1H-benzimidazole-5-carboxylic acid methyl ester). Isolated yield 95.0%. RXN SMILES: [CH3:1][O:2][C:3](=[O:16])[C:4]1[CH:9]=[CH:8][C:7]([NH:10][CH2:11][CH2:12][C:13]#[N:14])=[C:6]([NH2:15])[CH:5]=1.[CH:17](O)=O>>[CH3:1][O:2][C:3]([C:4]1[CH:9]=[CH:8][C:7]2[N:10]([CH2:11][CH2:12][C:13]#[N:14])[CH:17]=[N:15][C:6]=2[CH:5]=1)=[O:16]. Procedure details: To 3-amino-4-(2-cyano-ethylamino)-benzoic acid methyl ester (4.0 g) was added formic acid (25 ml) and the mixture heated to 50° C. for 3 h. It was then concentrated and the residue recrystallised from EtOAc to afford 4.0 g (95%) of 1-(2-cyanoethyl)-1H-benzimidazole-5-carboxylic acid methyl ester. MS-ESI m/z 230 (M+1); 1H NMR (300 MHz, CDCl3) δ 2.95 (t, 2H), 4.0 (s, 3H), 4.55 (t, 2H), 7.4 (d, 1H), 8.1 (m, 1H), 8.15 (s, 1H), 8.55 (s, 1H) Product: COc1cc(COc2nn(-c3ccccc3)cc2Cn2cncn2)ccc1OCc1nc(-c2ccco2)oc1C. RXN SMILES: [CH2:37]([P:38]([CH2:39][CH2:40][CH2:41][CH3:42])[CH2:43][CH2:44][CH2:45][CH3:46])[CH2:47][CH2:48][CH3:49].[N:55]([C:56]([N:57]1[CH2:58][CH2:59][CH2:60][CH2:61][CH2:62]1)=[O:63])=[N:64][C:65]([N:66]1[CH2:67][CH2:68][CH2:69][CH2:70][CH2:71]1)=[O:72].[O:73]1[CH2:74][CH2:75][CH2:76][CH2:77]1.[nH:50]1[n:51][cH:52][n:53][cH:54]1.[o:1]1[c:2](-[c:6]2[o:7][c:8]([CH3:36])[c:9]([CH2:11][O:12][c:13]3[c:14]([O:34][CH3:35])[cH:15][c:16]([CH2:17][O:18][c:19]4[n:20][n:21](-[c:26]5[cH:27][cH:28][cH:29][cH:30][cH:31]5)[cH:22][c:23]4[CH2:24][OH:25])[cH:32][cH:33]3)[n:10]2)[cH:3][cH:4][cH:5]1>>[o:1]1[c:2](-[c:6]2[o:7][c:8]([CH3:36])[c:9]([CH2:11][O:12][c:13]3[c:14]([O:34][CH3:35])[cH:15][c:16]([CH2:17][O:18][c:19]4[n:20][n:21](-[c:26]5[cH:27][cH:28][cH:29][cH:30][cH:31]5)[cH:22][c:23]4[CH2:24][n:50]4[n:51][cH:52][n:53][cH:54]4)[cH:32][cH:33]3)[n:10]2)[cH:3][cH:4][cH:5]1. Starting materials: CCCCP(CCCC)CCCC, O=C(N=NC(=O)N1CCCCC1)N1CCCCC1, C1CCOC1, c1nc[nH]n1, COc1cc(COc2nn(-c3ccccc3)cc2CO)ccc1OCc1nc(-c2ccco2)oc1C.